From a dataset of the Open Reaction Database (ORD), a public repository of structured organic reaction records. describe an organic reaction: reactants, conditions, products, and yield Reaction SMILES: [N:1]1([CH2:10][C:11]2[CH:20]=[CH:19][C:14]([C:15]([O:17]C)=[O:16])=[CH:13][CH:12]=2)[C:9]2[C:4](=[CH:5][CH:6]=[CH:7][CH:8]=2)[CH:3]=[CH:2]1.[OH-].[Na+]>CO.C1COCC1>[N:1]1([CH2:10][C:11]2[CH:20]=[CH:19][C:14]([C:15]([OH:17])=[O:16])=[CH:13][CH:12]=2)[C:9]2[C:4](=[CH:5][CH:6]=[CH:7][CH:8]=2)[CH:3]=[CH:2]1 |f:1.2,3.4|. Product: N1(C=CC2=CC=CC=C12)CC1=CC=C(C(=O)O)C=C1 (4-(1H-indol-1-ylmethyl)benzoic acid). Run at time 8 hour. Reported procedure: Methyl 4-(1H-indol-1-ylmethyl)benzoate (9.05 g; 34 mmol) was dissolved in MeOH/THF (1:1), treated with sodium hydroxide (1.36 g, 34 mmol) stirred at room temperature overnight and concentrated under reduced pressure. The resultant concentrate was diluted with 1N sodium hydroxide (50 mL), washed with EtOAc, acidified with concentrated HCl and extracted with EtOAc. The combined extracts were dried over MgSO4 and concentrated to dryness to give the title product in 77% yield, identified by NMR and ... Starting materials: N1(C=CC2=CC=CC=C12)CC1=CC=C(C(=O)OC)C=C1 (Methyl 4-(1H-indol-1-ylmethyl)benzoate), [OH-].[Na+] (sodium hydroxide). Yield: 77.0%. Solvent: CO.C1CCOC1 (MeOH THF). Starting materials: CN(C)C=O, O=C(O)CCCCC1CCCCC1, O=C(Cl)C(=O)Cl, ClCCl. The product is O=C(Cl)CCCCC1CCCCC1. As a reaction SMILES: [CH3:20][N:21]([CH3:22])[CH:23]=[O:24].[CH:1]1([CH2:7][CH2:8][CH2:9][CH2:10][C:11](=[O:12])[OH:13])[CH2:2][CH2:3][CH2:4][CH2:5][CH2:6]1.[Cl:14][C:15]([C:16]([Cl:17])=[O:18])=[O:19].[Cl:25][CH2:26][Cl:27]>>[CH:1]1([CH2:7][CH2:8][CH2:9][CH2:10][C:11](=[O:13])[Cl:14])[CH2:2][CH2:3][CH2:4][CH2:5][CH2:6]1.